Dataset: the Open Reaction Database (ORD), a public repository of structured organic reaction records. Task: describe an organic reaction: reactants, conditions, products, and yield Reactants: C1(CCCCC1)CCC[C@H](CC(=O)OC(C)(C)C)C1=NC(=NO1)CNCC (tert-butyl(3R)-6-cyclohexyl-3-{3-[(ethylamino)methyl]-1,2,4-oxadiazol-5-yl}hexanoate), C(=O)(C(F)(F)F)O (TFA). Solvent: C(Cl)Cl (DCM). Reaction conditions: time 1 hour. The product is C1(CCCCC1)CCC[C@H](CC(=O)O)C1=NC(=NO1)CNCC ((3R)-6-cyclohexyl-3-{3-[(ethylamino)methyl]-1,2,4-oxadiazol-5-yl}hexanoic acid). Yield: 151.7%. As a reaction SMILES: [CH:1]1([CH2:7][CH2:8][CH2:9][C@@H:10]([C:19]2[O:23][N:22]=[C:21]([CH2:24][NH:25][CH2:26][CH3:27])[N:20]=2)[CH2:11][C:12]([O:14]C(C)(C)C)=[O:13])[CH2:6][CH2:5][CH2:4][CH2:3][CH2:2]1.C(O)(C(F)(F)F)=O>C(Cl)Cl>[CH:1]1([CH2:7][CH2:8][CH2:9][C@@H:10]([C:19]2[O:23][N:22]=[C:21]([CH2:24][NH:25][CH2:26][CH3:27])[N:20]=2)[CH2:11][C:12]([OH:14])=[O:13])[CH2:2][CH2:3][CH2:4][CH2:5][CH2:6]1. Reported procedure: tert-butyl(3R)-6-cyclohexyl-3-{3-[(ethylamino)methyl]-1,2,4-oxadiazol-5-yl}hexanoate (preparation 74) (288 mg, 0.76 mmol) was treated with TFA (5 ml) and stirred at room temperature for 1 hour. The reaction mixture was diluted with DCM and the solvents removed under reduced pressure. The residue was azeotroped from toluene (×3) and DCM (×3) to afford the title compound (373 mg). Reactants: resultant solution, C1(=CC(=CC=C1)C[C@H](CC(=O)N1C[C@@H](CCC1)C1=NC2=C(N1CCCOC)C=CC=C2)NC(OC(C)(C)C)=O)C2=CC=CC=C2 (tert-butyl (R)-1-(biphenyl-3-yl)-4-((R)-3-(1-(3-methoxypropyl)-1H-benzo[d]imidazol-2-yl)piperidin-1-yl)-4-oxobutan-2-ylcarbamate), C(Cl)Cl (CH2Cl2), FC(C(=O)O)(F)F (trifluoroacetic acid). Solvent: O (water), CC#N (CH3CN), CO (methanol). Yields the product N[C@@H](CC(=O)N1C[C@@H](CCC1)C1=NC2=C(N1CCCOC)C=CC=C2)CC=2C=C(C=CC2)C2=CC=CC=C2 ((R)-3-amino-4-(biphenyl-3-yl)-1-((R)-3-(1-(3-methoxypropyl)-1H-benzo[d]imidazol-2-yl)piperidin-1-yl)butan-1-one), FC(C(=O)O)(F)F (trifluoroacetic acid). RXN SMILES: [C:1]1([C:40]2[CH:45]=[CH:44][CH:43]=[CH:42][CH:41]=2)[CH:6]=[CH:5][CH:4]=[C:3]([CH2:7][C@@H:8]([NH:32]C(=O)OC(C)(C)C)[CH2:9][C:10]([N:12]2[CH2:17][CH2:16][CH2:15][C@@H:14]([C:18]3[N:22]([CH2:23][CH2:24][CH2:25][O:26][CH3:27])[C:21]4[CH:28]=[CH:29][CH:30]=[CH:31][C:20]=4[N:19]=3)[CH2:13]2)=[O:11])[CH:2]=1.C(Cl)Cl.[F:49][C:50]([F:55])([F:54])[C:51]([OH:53])=[O:52]>CO.CC#N.O>[NH2:32][C@H:8]([CH2:7][C:3]1[CH:2]=[C:1]([C:40]2[CH:45]=[CH:44][CH:43]=[CH:42][CH:41]=2)[CH:6]=[CH:5][CH:4]=1)[CH2:9][C:10]([N:12]1[CH2:17][CH2:16][CH2:15][C@@H:14]([C:18]2[N:22]([CH2:23][CH2:24][CH2:25][O:26][CH3:27])[C:21]3[CH:28]=[CH:29][CH:30]=[CH:31][C:20]=3[N:19]=2)[CH2:13]1)=[O:11].[F:49][C:50]([F:55])([F:54])[C:51]([OH:53])=[O:52]. Reported procedure: tert-Butyl(R)-1-(biphenyl-3-yl)-4-((R)-3-(1-(3-methoxypropyl)-1H-benzo[d]imidazol-2-yl)piperidin-1-yl)-4-oxobutan-2-ylcarbamate (52A) (0.05 mmol, 0.030 g) was weighed into a 20 mL round-bottomed flask equipped for stirring under nitrogen. CH2Cl2 (1 mL) and trifluoroacetic acid (1 mL) were then added and the solution was stirred at room temperature for 2 hrs. The solvent was removed in-vacuo affording a clear colored oil. This oil was re-dissolved in methanol (3 mL), filtered, and then purified b... Run in CC(=O)C (acetone). As a reaction SMILES: C([O-])([O-])=O.[K+].[K+].[CH3:7][N:8]([CH3:23])[S:9]([C:12]1[CH:13]=[CH:14][C:15]([OH:22])=[C:16]([CH:21]=1)[C:17]([O:19][CH3:20])=[O:18])(=[O:11])=[O:10].Br[CH2:25][C:26]1[CH:31]=[CH:30][CH:29]=[CH:28][CH:27]=1>CC(C)=O>[CH3:23][N:8]([CH3:7])[S:9]([C:12]1[CH:13]=[CH:14][C:15]([O:22][CH2:25][C:26]2[CH:31]=[CH:30][CH:29]=[CH:28][CH:27]=2)=[C:16]([CH:21]=1)[C:17]([O:19][CH3:20])=[O:18])(=[O:10])=[O:11] |f:0.1.2|. Reactants: C(=O)([O-])[O-].[K+].[K+] (K2CO3), CN(S(=O)(=O)C=1C=CC(=C(C(=O)OC)C1)O)C (methyl 5-[(dimethylamino)sulfonyl]-2-hydroxybenzoate), BrCC1=CC=CC=C1 ((bromomethyl)benzene). Reported procedure: K2CO3 (139 mg, 1.00 mmol) was added to a stirred solution of methyl 5-[(dimethylamino)sulfonyl]-2-hydroxybenzoate (may be prepared as described in Description 61; 260 mg, 1.00 mmol) in acetone (30 ml), followed by the addition of (bromomethyl)benzene (172 mg, 1.00 mmol). The mixture was heated to reflux for 16 h, and then cooled to room temperature. The mixture was filtered, and the filtrate was concentrated to yield the title compound as a colourless oil. 300 mg. The product is CN(S(=O)(=O)C=1C=CC(=C(C(=O)OC)C1)OCC1=CC=CC=C1)C (Methyl 5-[(dimethylamino) sulfonyl]-2-[(phenylmethyl)oxy]benzoate). Starting materials: CSC1=NC(=CC(=N1)O)O (2-methylthio-4,6-dihydroxypyrimidine), S(=O)(=O)(OC)OC (dimethyl sulphate). Run in [OH-].[Na+] (sodium hydroxide), [OH-].[Na+] (sodium hydroxide). The product is CSC1=NC(=CC(=N1)OC)O (2-Methylthio-4-methoxy-6-hydroxypyrimidine). RXN SMILES: [CH3:1][S:2][C:3]1[N:8]=[C:7]([OH:9])[CH:6]=[C:5]([OH:10])[N:4]=1.S(OC)(O[CH3:15])(=O)=O>[OH-].[Na+]>[CH3:1][S:2][C:3]1[N:8]=[C:7]([O:9][CH3:15])[CH:6]=[C:5]([OH:10])[N:4]=1 |f:2.3|. Reported procedure: 15.8 g (0.2 mol) of 2-methylthio-4,6-dihydroxypyrimidine are added while stirring well, to 100 cc of sodium hydroxide solution 2N and the mixture is stirred at 50° for half an hour. The mixture is subsequently cooled to room temperature and 13.9 g (0.11 mol) of dimethyl sulphate are added dropwise, while stirring; by the addition of sodium hydroxide solution 2N the pH value is kept at between 8 and 8.2. After the dropwise addition a precipitate is obtained. The mixture is stirred at 50° for a fu... Reactants: O=C([O-])[O-], CI, CCOC(C)=O, [K+], [K+], CN(C)C=O, Oc1cccc2cnccc12. Yields the product COc1cccc2cnccc12. RXN SMILES: [C:14](=[O:15])([O-:16])[O-:17].[CH3:12][I:13].[CH3:20][CH2:21][O:22][C:23](=[O:24])[CH3:25].[K+:18].[K+:19].[O:26]=[CH:27][N:28]([CH3:29])[CH3:30].[OH:1][c:2]1[c:3]2[cH:4][cH:5][n:6][cH:7][c:8]2[cH:9][cH:10][cH:11]1>>[O:1]([c:2]1[c:3]2[cH:4][cH:5][n:6][cH:7][c:8]2[cH:9][cH:10][cH:11]1)[CH3:14]. Yields the product O=C(C1CC1)N1CCC(O)C(c2ccccc2)C1. Starting materials: [BH4-], CCO, O=C1CCN(C(=O)C2CC2)CC1c1ccccc1, [Na+]. Reaction SMILES: [BH4-:19].[CH3:21][CH2:22][OH:23].[CH:1]1([C:4](=[O:5])[N:6]2[CH2:7][CH:8]([c:13]3[cH:14][cH:15][cH:16][cH:17][cH:18]3)[C:9](=[O:12])[CH2:10][CH2:11]2)[CH2:2][CH2:3]1.[Na+:20]>>[CH:1]1([C:4](=[O:5])[N:6]2[CH2:7][CH:8]([c:13]3[cH:14][cH:15][cH:16][cH:17][cH:18]3)[CH:9]([OH:12])[CH2:10][CH2:11]2)[CH2:2][CH2:3]1.